This data is from the Open Reaction Database (ORD), a public repository of structured organic reaction records. The task is: describe an organic reaction: reactants, conditions, products, and yield Reactants: O=C(CBr)OCc1ccc([N+](=O)[O-])cc1, CC(C)=O, [I-], [Na+]. The product is O=C(CI)OCc1ccc([N+](=O)[O-])cc1. RXN SMILES: [Br:3][CH2:4][C:5](=[O:6])[O:7][CH2:8][c:9]1[cH:10][cH:11][c:12]([N+:15](=[O:16])[O-:17])[cH:13][cH:14]1.[CH3:18][C:19](=[O:20])[CH3:21].[I-:2].[Na+:1]>>[I:2][CH2:4][C:5](=[O:6])[O:7][CH2:8][c:9]1[cH:10][cH:11][c:12]([N+:15](=[O:16])[O-:17])[cH:13][cH:14]1.